This data is from the Open Reaction Database (ORD), a public repository of structured organic reaction records. The task is: describe an organic reaction: reactants, conditions, products, and yield Reaction SMILES: [CH3:33][CH2:34][OH:35].[K+:31].[OH-:30].[OH2:32].[c:1]1(-[c:7]2[cH:8][c:9]([O:10][CH2:11][CH2:12][CH2:13][CH2:14][CH2:15][C:16](=[O:17])[O:18][CH2:19][CH3:20])[cH:21][c:22](-[c:24]3[cH:25][cH:26][cH:27][cH:28][cH:29]3)[cH:23]2)[cH:2][cH:3][cH:4][cH:5][cH:6]1>>[c:1]1(-[c:7]2[cH:8][c:9]([O:10][CH2:11][CH2:12][CH2:13][CH2:14][CH2:15][C:16](=[O:17])[OH:18])[cH:21][c:22](-[c:24]3[cH:25][cH:26][cH:27][cH:28][cH:29]3)[cH:23]2)[cH:2][cH:3][cH:4][cH:5][cH:6]1. Starting materials: CCO, [K+], [OH-], O, CCOC(=O)CCCCCOc1cc(-c2ccccc2)cc(-c2ccccc2)c1. The product is O=C(O)CCCCCOc1cc(-c2ccccc2)cc(-c2ccccc2)c1. Starting materials: O=C([O-])[O-], CO, CC(C)(C)OC(=O)CCOCCc1cccc(C#C[Si](C)(C)C)c1, ClCCl, [K+], [K+], O. The product is C#Cc1cccc(CCOCCC(=O)OC(C)(C)C)c1. As a reaction SMILES: [C:1](=[O:2])([O-:3])[O-:4].[CH3:31][OH:32].[CH3:7][Si:8]([CH3:9])([CH3:10])[C:11]#[C:12][c:13]1[cH:14][c:15]([CH2:16][CH2:17][O:18][CH2:19][CH2:20][C:21](=[O:22])[O:23][C:24]([CH3:25])([CH3:26])[CH3:27])[cH:28][cH:29][cH:30]1.[Cl:33][CH2:34][Cl:35].[K+:5].[K+:6].[OH2:36]>>[CH:11]#[C:12][c:13]1[cH:14][c:15]([CH2:16][CH2:17][O:18][CH2:19][CH2:20][C:21](=[O:22])[O:23][C:24]([CH3:25])([CH3:26])[CH3:27])[cH:28][cH:29][cH:30]1. Starting materials: C1CCOC1, CO, COC(=O)c1ccc2nc(C)oc2c1, Cl, [K+], [OH-], O. The product is Cc1nc2ccc(C(=O)O)cc2o1. Reaction SMILES: [CH2:20]1[O:21][CH2:22][CH2:23][CH2:24]1.[CH3:15][OH:16].[CH3:1][c:2]1[o:3][c:4]2[c:5]([n:6]1)[cH:7][cH:8][c:9]([C:11](=[O:12])[O:13][CH3:14])[cH:10]2.[ClH:19].[K+:18].[OH-:17].[OH2:25]>>[CH3:1][c:2]1[o:3][c:4]2[c:5]([n:6]1)[cH:7][cH:8][c:9]([C:11](=[O:12])[OH:13])[cH:10]2. The reactants are COC1=CC=C(C=C1)C=1N=NC(=CC1C1=CC=C(C=C1)OC)Cl (3,4-bis(4-methoxyphenyl)-6-chloropyridazine), FC1=C(C(=CC=C1)F)O (2,6-difluorophenol). The product is COC1=CC=C(C=C1)C=1N=NC(=CC1C1=CC=C(C=C1)OC)OC1=C(C=CC=C1F)F (3,4-bis(4-methoxyphenyl)-6-(2,6-difluorophenoxy)pyridazine), powder. The yield is 39.3%. Reaction SMILES: [CH3:1][O:2][C:3]1[CH:8]=[CH:7][C:6]([C:9]2[N:10]=[N:11][C:12](Cl)=[CH:13][C:14]=2[C:15]2[CH:20]=[CH:19][C:18]([O:21][CH3:22])=[CH:17][CH:16]=2)=[CH:5][CH:4]=1.[F:24][C:25]1[CH:30]=[CH:29][CH:28]=[C:27]([F:31])[C:26]=1[OH:32]>>[CH3:1][O:2][C:3]1[CH:8]=[CH:7][C:6]([C:9]2[N:10]=[N:11][C:12]([O:32][C:26]3[C:25]([F:24])=[CH:30][CH:29]=[CH:28][C:27]=3[F:31])=[CH:13][C:14]=2[C:15]2[CH:20]=[CH:19][C:18]([O:21][CH3:22])=[CH:17][CH:16]=2)=[CH:5][CH:4]=1. Procedure: In a similar manner as in Example 2, 3,4-bis(4-methoxyphenyl)-6-chloropyridazine (200 mg, 0.613 mmol) and 2,6-difluorophenol were reacted as starting materials at 150° C. for 72 hours and post-treatment was then conducted, whereby the title compound was obtained as a colorless crystalline powder (101.0 mg, 39.3%). Melting point: 204.7-206.4° C. (chloroform-hexane). Starting materials: CC(=O)NC1C(O)OC(CO)C(O)C1O, CCCCCCCCCCCCCC(=O)O, CCCCCCCCCCCCCCCCCCN, [Cl-]. The product is CCCCCCCCCCCCCCCCCCN(C(=O)CCCCCCCCCCCCC)C1OC(CO)C(O)C(O)C1NC(C)=O. As a reaction SMILES: [C:1]([CH3:2])(=[O:3])[NH:4][CH:5]1[CH:6]([OH:7])[O:8][CH:9]([CH2:14][OH:15])[CH:10]([OH:13])[CH:11]1[OH:12].[C:36]([CH2:37][CH2:38][CH2:39][CH2:40][CH2:41][CH2:42][CH2:43][CH2:44][CH2:45][CH2:46][CH2:47][CH2:48][CH3:49])(=[O:50])[OH:51].[CH2:16]([CH2:17][CH2:18][CH2:19][CH2:20][CH2:21][CH2:22][CH2:23][CH2:24][CH2:25][CH2:26][CH2:27][CH2:28][CH2:29][CH2:30][CH2:31][CH2:32][CH3:33])[NH2:34].[Cl-:35]>>[C:1]([CH3:2])(=[O:3])[NH:4][CH:5]1[CH:6]([N:34]([CH2:16][CH2:17][CH2:18][CH2:19][CH2:20][CH2:21][CH2:22][CH2:23][CH2:24][CH2:25][CH2:26][CH2:27][CH2:28][CH2:29][CH2:30][CH2:31][CH2:32][CH3:33])[C:36]([CH2:37][CH2:38][CH2:39][CH2:40][CH2:41][CH2:42][CH2:43][CH2:44][CH2:45][CH2:46][CH2:47][CH2:48][CH3:49])=[O:50])[O:8][CH:9]([CH2:14][OH:15])[CH:10]([OH:13])[CH:11]1[OH:12]. As a reaction SMILES: [C-]#N.[Na+].[N:4]12CCN(CC1)C[CH2:5]2.[CH3:12][O:13][C:14]1[CH:36]=[CH:35][C:17]([CH2:18][NH:19][C:20]([C:22]2[C:23]([NH:29][CH2:30][C:31]([CH3:34])([CH3:33])[CH3:32])=[N:24][C:25](Cl)=[N:26][CH:27]=2)=[O:21])=[CH:16][CH:15]=1>O.CS(C)=O>[CH3:12][O:13][C:14]1[CH:36]=[CH:35][C:17]([CH2:18][NH:19][C:20]([C:22]2[C:23]([NH:29][CH2:30][C:31]([CH3:34])([CH3:33])[CH3:32])=[N:24][C:25]([C:5]#[N:4])=[N:26][CH:27]=2)=[O:21])=[CH:16][CH:15]=1 |f:0.1|. Run in O (water), CS(=O)C (DMSO), CS(=O)C (DMSO), O (water). Reaction conditions: temperature 50 celsius, time 2 hour. Product: COC1=CC=C(CNC(=O)C=2C(=NC(=NC2)C#N)NCC(C)(C)C)C=C1 (2-cyano-4-(2,2-dimethyl-propylamino)-pyrimidine-5-carboxylic acid 4-methoxy-benzylamide). Reported procedure: To a solution of NaCN (95 mg, 1.9 mmol) in water (1 ml) and DMSO (10 ml) are added 1,4-diazabicyclo[2,2,2]octane (48 mg, 0.43 mmol) and 2-chloro-4-(2,2-dimethyl-propylamino)-pyrimidine-5-carboxylic acid 4-methoxy-benzylamide (470 mg, 1.3 mmol) in DMSO (2 ml) successively at ambient temperature. After being stirred for 2 hours at 50° C., the reaction mixture is poured into cold water and extracted with AcOEt. The combined extracts are washed with water, brine and dried over MgSO4. The concentrate... Reactants: [C-]#N.[Na+] (NaCN), N12CCN(CC1)CC2 (1,4-diazabicyclo[2,2,2]octane), COC1=CC=C(CNC(=O)C=2C(=NC(=NC2)Cl)NCC(C)(C)C)C=C1 (2-chloro-4-(2,2-dimethyl-propylamino)-pyrimidine-5-carboxylic acid 4-methoxy-benzylamide). Reactants: OC=1C=C2C=C(NC2=CC1)C(=O)O (5-hydroxy-1H-indole-2-carboxylic acid), [Cl-].C(C1=CC=CC=C1)=[N+](C)C (benzylidene-dimethyl-ammonium chloride). The product is CN(C)C(C1=C(NC2=CC=C(C=C12)O)C(=O)O)C1=CC=CC=C1 (3-(Dimethylaminophenylmethyl)-5-hydroxy-1H-indole-2-carboxylic Acid). As a reaction SMILES: [OH:1][C:2]1[CH:3]=[C:4]2[C:8](=[CH:9][CH:10]=1)[NH:7][C:6]([C:11]([OH:13])=[O:12])=[CH:5]2.[Cl-].[CH:15](=[N+:22]([CH3:24])[CH3:23])[C:16]1[CH:21]=[CH:20][CH:19]=[CH:18][CH:17]=1>>[CH3:23][N:22]([CH:15]([C:16]1[CH:21]=[CH:20][CH:19]=[CH:18][CH:17]=1)[C:5]1[C:4]2[C:8](=[CH:9][CH:10]=[C:2]([OH:1])[CH:3]=2)[NH:7][C:6]=1[C:11]([OH:13])=[O:12])[CH3:24] |f:1.2|. Procedure details: The preparation was carried out in accordance with general synthesis instructions 4 from 5-hydroxy-1H-indole-2-carboxylic acid and benzylidene-dimethyl-ammonium chloride, which had been prepared in accordance with example 1. Reactants: [H]C(C1CC1)=O, CC(C(SCC)=O)C(O)=O. Reagents/catalysts: CN(C)c1ccncc1, 4Å Molecular Sieve, C1CNCC1. The solvent is C1COCC1. Run at temperature 25 celsius, time 24 hour. The product is C/C(C(SCC)=O)=C\C1CC1. Yield: 57.0%. Reactants: ClC=1C=C(C=CC1Cl)C1(CCNC1)CCOC1OCCCC1 (4-(3,4-dichloro-phenyl)-4-[2-(tetrahydro-pyran-2-yloxy) -ethyl]-pyrrolidine), C(=O)([O-])[O-].[K+].[K+] (K2CO3), COC=1C=C(CBr)C=C(C1OC)OC (3,4,5-trimethoxy-benzyl bromide). The solvent is C1CCOC1.O (THF H2O), C(C)(=O)OCC (ethyl acetate). Conditions: time 16 hour. Product: ClC=1C=C(C=CC1Cl)C1(CCN(C1)CC1=CC(=C(C(=C1)OC)OC)OC)CCOC1OCCCC1 (4-(3,4-dichloro-phenyl)-4-[2-(tetrahydro-pyran-2-yloxy)-ethyl)-1-(3,4,5-trimethoxy-benzyl)-pyrrolidine). RXN SMILES: [Cl:1][C:2]1[CH:3]=[C:4]([C:9]2([CH2:14][CH2:15][O:16][CH:17]3[CH2:22][CH2:21][CH2:20][CH2:19][O:18]3)[CH2:13][NH:12][CH2:11][CH2:10]2)[CH:5]=[CH:6][C:7]=1[Cl:8].C([O-])([O-])=O.[K+].[K+].[CH3:29][O:30][C:31]1[CH:32]=[C:33]([CH:36]=[C:37]([O:41][CH3:42])[C:38]=1[O:39][CH3:40])[CH2:34]Br>C1COCC1.O.C(OCC)(=O)C>[Cl:1][C:2]1[CH:3]=[C:4]([C:9]2([CH2:14][CH2:15][O:16][CH:17]3[CH2:22][CH2:21][CH2:20][CH2:19][O:18]3)[CH2:13][N:12]([CH2:34][C:33]3[CH:36]=[C:37]([O:41][CH3:42])[C:38]([O:39][CH3:40])=[C:31]([O:30][CH3:29])[CH:32]=3)[CH2:11][CH2:10]2)[CH:5]=[CH:6][C:7]=1[Cl:8] |f:1.2.3,5.6|. Procedure: Combine 4-(3,4-dichloro-phenyl)-4-[2-(tetrahydro-pyran-2-yloxy) -ethyl]-pyrrolidine (10 mmol), K2CO3 (30 mmol), and 3,4,5-trimethoxy-benzyl bromide (10 mmol) in THF/H2O (4/1, 200 mL). Heat to reflux and stir for 16 h. Concentrate in vacuo to obtain a residue. Dilute the residue with ethyl acetate and extract with H2O. Separate the layers, dry the organic layer over MgSO4, filter, and concentrate in vacuo. Chromatograph on silica gel to give the title compound. Reactants: Cc1ccc(S(=O)(=O)OCC2Cc3cc(F)cc(-c4ccccc4F)c3O2)cc1, CN, Cl. Yields the product CNCC1Cc2cc(F)cc(-c3ccccc3F)c2O1. RXN SMILES: [CH3:2][c:3]1[cH:4][cH:5][c:6]([S:7]([O:8][CH2:13][CH:14]2[O:15][c:16]3[c:17]([cH:19][c:20]([F:30])[cH:21][c:22]3-[c:23]3[c:24]([F:29])[cH:25][cH:26][cH:27][cH:28]3)[CH2:18]2)(=[O:9])=[O:10])[cH:11][cH:12]1.[CH3:31][NH2:32].[ClH:1]>>[CH2:13]([CH:14]1[O:15][c:16]2[c:17]([cH:19][c:20]([F:30])[cH:21][c:22]2-[c:23]2[c:24]([F:29])[cH:25][cH:26][cH:27][cH:28]2)[CH2:18]1)[NH:32][CH3:31].